From a dataset of the Open Reaction Database (ORD), a public repository of structured organic reaction records. describe an organic reaction: reactants, conditions, products, and yield Reactants: C(C)OC(C(CC=C)(S(=O)(=O)C1=CC=C(C=C1)OC)CC=C)=O (2-allyl-2-(4-methoxy-benzenesulfonyl)-pent-4-enoic acid ethyl ester). Run in CO (methanol), [OH-].[Na+] (NaOH). Yields the product C(C=C)C(C(=O)O)(CC=C)S(=O)(=O)C1=CC=C(C=C1)OC (2-Allyl-2-(4-methoxy-benzenesulfonyl)-pent-4-enoic acid). Reaction SMILES: C([O:3][C:4](=[O:23])[C:5]([CH2:20][CH:21]=[CH2:22])([S:9]([C:12]1[CH:17]=[CH:16][C:15]([O:18][CH3:19])=[CH:14][CH:13]=1)(=[O:11])=[O:10])[CH2:6][CH:7]=[CH2:8])C>CO.[OH-].[Na+]>[CH2:6]([C:5]([S:9]([C:12]1[CH:17]=[CH:16][C:15]([O:18][CH3:19])=[CH:14][CH:13]=1)(=[O:11])=[O:10])([CH2:20][CH:21]=[CH2:22])[C:4]([OH:23])=[O:3])[CH:7]=[CH2:8] |f:2.3|. Reported procedure: 2-Allyl-2-(4-methoxy-benzenesulfonyl)-pent-4-enoic acid was prepared starting from 2-allyl-2-(4-methoxy-benzenesulfonyl)-pent-4-enoic acid ethyl ester (2.2 g, 6.5 mmol) dissolved in methanol (50 ml) and 10 N NaOH (30 ml). The resulting reaction mixture was worked up as outlined in Example 9. Yield 1.76 g, 87%; yellowish oil; MS: 311 (M+H)+. Starting materials: C1=CC=C(C=C1)S(=O)(=O)N(F)S(=O)(=O)C2=CC=CC=C2 (N-fluorobenzenesulfonimide), C(C)OC(=O)C1CN(CCC1)CC1COC2=C(O1)C=CC=C2 (1-(2,3-dihydrobenzo[1,4]dioxin-2-ylmethyl)piperidine-3-carboxylic acid ethyl ester), [Li+].CC(C)[N-]C(C)C (LDA). Reaction conditions: time 15 minute. Product: 160, C(C)OC(=O)C1(CN(CCC1)CC1COC2=C(O1)C=CC=C2)F (1-(2,3-Dihydrobenzo[1,4]dioxin-2-ylmethyl)-3-fluoro-piperidine-3-carboxylic acid ethyl ester). RXN SMILES: [CH2:1]([O:3][C:4]([CH:6]1[CH2:11][CH2:10][CH2:9][N:8]([CH2:12][CH:13]2[O:18][C:17]3[CH:19]=[CH:20][CH:21]=[CH:22][C:16]=3[O:15][CH2:14]2)[CH2:7]1)=[O:5])[CH3:2].[Li+].CC([N-]C(C)C)C.C1C=CC(S(N(S(C2C=CC=CC=2)(=O)=O)[F:41])(=O)=O)=CC=1>>[CH2:1]([O:3][C:4]([C:6]1([F:41])[CH2:11][CH2:10][CH2:9][N:8]([CH2:12][CH:13]2[O:18][C:17]3[CH:19]=[CH:20][CH:21]=[CH:22][C:16]=3[O:15][CH2:14]2)[CH2:7]1)=[O:5])[CH3:2] |f:1.2|. Reported procedure: To a cold (−78° C.) solution of 1-(2,3-dihydrobenzo[1,4]dioxin-2-ylmethyl)piperidine-3-carboxylic acid ethyl ester (300 mg, 0.98 mmol) was added 2 M LDA (0.59 ml, 1.08 mmol). The mixture was stirred for 15 minutes. N-fluorobenzenesulfonimide (341 mg, 1.08 mmol) was added and the mixture was stirred for 20 min. The reaction was quenched with sat. NH4Cl solution. The solvent was evaporated and the remaining aqueous mixture was extracted two times with EtOAc. The organic layers were pooled, dried, ...